Dataset: the Open Reaction Database (ORD), a public repository of structured organic reaction records. Task: describe an organic reaction: reactants, conditions, products, and yield Procedure details: The procedure of Example 134 was carried out using equivalent amounts of 3(R,S)-amino-1,3-dihydro-1-methyl-5-(2-fluorophenyl)-2H-1,4-benzodiazepin-2-one and 4-n-pentylbenzoyl chloride. The product was purified by chromatography on silica gel (5% (v/v) Et2O in CH2Cl2 elution) The combined product fractions were evaporated to dryness in vacuo to give the title compound which was dried at 65° C. Reaction SMILES: [NH2:1][CH:2]1[N:8]=[C:7]([C:9]2[CH:14]=[CH:13][CH:12]=[CH:11][C:10]=2[F:15])[C:6]2[CH:16]=[CH:17][CH:18]=[CH:19][C:5]=2[N:4]([CH3:20])[C:3]1=[O:21].[CH2:22]([C:27]1[CH:35]=[CH:34][C:30]([C:31](Cl)=[O:32])=[CH:29][CH:28]=1)[CH2:23][CH2:24][CH2:25][CH3:26]>>[F:15][C:10]1[CH:11]=[CH:12][CH:13]=[CH:14][C:9]=1[C:7]1[C:6]2[CH:16]=[CH:17][CH:18]=[CH:19][C:5]=2[N:4]([CH3:20])[C:3](=[O:21])[CH:2]([NH:1][C:31](=[O:32])[C:30]2[CH:34]=[CH:35][C:27]([CH2:22][CH2:23][CH2:24][CH2:25][CH3:26])=[CH:28][CH:29]=2)[N:8]=1. Reactants: NC1C(N(C2=C(C(=N1)C1=C(C=CC=C1)F)C=CC=C2)C)=O (3(R,S)-amino-1,3-dihydro-1-methyl-5-(2-fluorophenyl)-2H-1,4-benzodiazepin-2-one), C(CCCC)C1=CC=C(C(=O)Cl)C=C1 (4-n-pentylbenzoyl chloride). Product: FC1=C(C=CC=C1)C1=NC(C(N(C2=C1C=CC=C2)C)=O)NC(C2=CC=C(C=C2)CCCCC)=O (N-(5-(2-Fluorophenyl)-2,3-dihydro-1-methyl-2-oxo-1H-1,4-benzodiazepin-3-yl)-4-pentylbenzamide). Reactants: C(#C)[Mg]Cl (ethynylmagnesium chloride), BrC1=C(N=C(N(C1=O)C=1C=C(C(=O)N(C)OC)C=CC1C)C)OCC=1N=C(SC1)C (3-[5-bromo-2-methyl-4-(2-methyl-thiazol-4-ylmethoxy)-6-oxo-6H-pyrimidin-1-yl]-N-methoxy-4,N-dimethyl-benzamide), Grignard reagent. Run in O1CCCC1 (tetrahydrofuran), O1CCCC1 (tetrahydrofuran). Yields the product BrC=1C(N(C(=NC1OCC=1N=C(SC1)C)C)C1=C(C=CC(=C1)C(C#C)=O)C)=O (5-bromo-2-methyl-3-(2-methyl-5-propynoyl-phenyl)-6-(2-methyl-thiazol-4-ylmethoxy)-3H-pyrimidin-4-one). Reaction SMILES: [Br:1][C:2]1[C:7](=[O:8])[N:6]([C:9]2[CH:10]=[C:11]([CH:18]=[CH:19][C:20]=2[CH3:21])[C:12](N(OC)C)=[O:13])[C:5]([CH3:22])=[N:4][C:3]=1[O:23][CH2:24][C:25]1[N:26]=[C:27]([CH3:30])[S:28][CH:29]=1.[C:31]([Mg]Cl)#[CH:32]>O1CCCC1>[Br:1][C:2]1[C:7](=[O:8])[N:6]([C:9]2[CH:10]=[C:11]([C:12](=[O:13])[C:31]#[CH:32])[CH:18]=[CH:19][C:20]=2[CH3:21])[C:5]([CH3:22])=[N:4][C:3]=1[O:23][CH2:24][C:25]1[N:26]=[C:27]([CH3:30])[S:28][CH:29]=1. Procedure details: To a solution of 3-[5-bromo-2-methyl-4-(2-methyl-thiazol-4-ylmethoxy)-6-oxo-6H-pyrimidin-1-yl]-N-methoxy-4,N-dimethyl-benzamide from Step C (71 mg, 0.14 mmol) in tetrahydrofuran (2 mL), cooled using an ice water bath, was added ethynylmagnesium chloride, 0.5M in tetrahydrofuran, (0.42 mL, 0.21 mmol) in a drop-wise manner. Additional Grignard reagent was added as necessary to ensure full product formation. After thirty minutes, the reaction was quenched into ice cold water and extracted with ethy... Starting materials: C(C1=CC=CC=C1)N1C(=C(C2=CC(=CC=C12)O)C(=O)OCC)C (ethyl 1-benzyl-5-hydroxy-2-methyl-1H-indole-3-carboxylate), C(C1=CC=CC=C1)N1C(=C(C2=CC(=CC=C12)O)C(=O)OCC)C (ethyl 1-benzyl-5-hydroxy-2-methyl-1H-indole-3-carboxylate), [OH-].[Na+] (NaOH). The solvent is CCO (EtOH), O (H2O). Product: C(C1=CC=CC=C1)N1C(=C(C2=CC(=CC=C12)O)C(=O)O)C (1-benzyl-5-hydroxy-2-methyl-1H-indole-3-carboxylic acid). As a reaction SMILES: [CH2:1]([N:8]1[C:16]2[C:11](=[CH:12][C:13]([OH:17])=[CH:14][CH:15]=2)[C:10]([C:18]([O:20]CC)=[O:19])=[C:9]1[CH3:23])[C:2]1[CH:7]=[CH:6][CH:5]=[CH:4][CH:3]=1.[OH-].[Na+]>CCO.O>[CH2:1]([N:8]1[C:16]2[C:11](=[CH:12][C:13]([OH:17])=[CH:14][CH:15]=2)[C:10]([C:18]([OH:20])=[O:19])=[C:9]1[CH3:23])[C:2]1[CH:3]=[CH:4][CH:5]=[CH:6][CH:7]=1 |f:1.2|. Reported procedure: General Procedure 2 A solution of ethyl 1-benzyl-5-hydroxy-2-methyl-1H-indole-3-carboxylate (Compound 1, 873 mg, 2.83 mmol) and NaOH (2.2 g, 56 mmol) in EtOH (10 ml) and H2O (10 ml) was heated to 90° C. for 16 h. The reaction was quenched with 6M HCl (10 ml), extracted with EtOAc, washed with brine, dried over Na2SO4, and concentrated under reduced pressure. The residue was purified by flash column chromatography on silica gel (30% EtOAc-hexanes to 20% MeOH-EtOAc) to yield 1-benzyl-5-hydroxy-2-m... The reactants are [Li]N([Si](C)(C)C)[Si](C)(C)C (LiN(TMS)2), CC#N (MeCN), C1(CCCCC1)C(=O)OC (methyl cyclohexane carboxylate). Solvent: C1CCOC1 (THF). Reaction conditions: time 5 minute. Product: C1(CCCCC1)C(CC#N)=O (3-Cyclohexyl-3-oxo-propanenitrile). Reaction SMILES: [CH3:1][C:2]#[N:3].[Li]N([Si](C)(C)C)[Si](C)(C)C.[CH:14]1([C:20](OC)=[O:21])[CH2:19][CH2:18][CH2:17][CH2:16][CH2:15]1>C1COCC1>[CH:14]1([C:20](=[O:21])[CH2:1][C:2]#[N:3])[CH2:19][CH2:18][CH2:17][CH2:16][CH2:15]1. Procedure details: A solution of 0.53 mL (10 mmol) of MeCN in 5 ml of THF was cooled in −78° C. bath and 12 mL of 1M LiN(TMS)2 was added. After 5 min, 0.75 mL (5.2 mmol) of methyl cyclohexane carboxylate was added. The cold bath was removed after 1 hr and stirring was continued for another 1 hr. The reaction was acidified with 1.2 N HCl and extracted with ether. The ether layer was washed with brine, dried and concentrated. The residue was chromatographed using a gradient of 10-50% EtOAc-hexane to furnish the desi... RXN SMILES: [C:11](=[O:12])([O-:13])[O-:14].[CH3:17][I:18].[CH3:1][O:2][C:3](=[O:4])[c:5]1[nH:6][n:7][c:8]([OH:10])[cH:9]1.[Cs+:15].[Cs+:16].[O:19]=[CH:20][N:21]([CH3:22])[CH3:23]>>[CH3:1][O:2][C:3](=[O:4])[c:5]1[n:6]([CH3:11])[n:7][c:8]([OH:10])[cH:9]1. Product: COC(=O)c1cc(O)nn1C. Starting materials: O=C([O-])[O-], CI, COC(=O)c1cc(O)n[nH]1, [Cs+], [Cs+], CN(C)C=O. Starting materials: ClC1=CC(=CC=C1)C(=O)OO (m-chloroperbenzoic acid), NC1=C(N=NN1CC1=CC(=C(C=C1)SC1=CC=C(C=C1)Cl)Cl)C(=O)N (5-amino-1-(3-chloro4-[4-chlorophenylthio]benzyl)-1,2,3-triazole-4-carboxamide), FC(C(=O)O)(F)F (trifluoroacetic acid), ClC1=CC(=CC=C1)C(=O)OO (m-chloroperbenzoic acid), [OH-].[Na+] (sodium hydroxide). Solvent: CO (methanol). Run at time 75 minute. Product: NC1=C(N=NN1CC1=CC(=C(C=C1)S(=O)C1=CC=C(C=C1)Cl)Cl)C(=O)N (5-amino-1-(3-chloro-4-[4-chlorophenylsulfinyl]benzyl)-1,2,3-triazole- 4-carboxamide). The yield is 83.3%. RXN SMILES: [NH2:1][C:2]1[N:6]([CH2:7][C:8]2[CH:13]=[CH:12][C:11]([S:14][C:15]3[CH:20]=[CH:19][C:18]([Cl:21])=[CH:17][CH:16]=3)=[C:10]([Cl:22])[CH:9]=2)[N:5]=[N:4][C:3]=1[C:23]([NH2:25])=[O:24].FC(F)(F)C(O)=[O:29].ClC1C=CC=C(C(OO)=O)C=1.[OH-].[Na+]>CO>[NH2:1][C:2]1[N:6]([CH2:7][C:8]2[CH:13]=[CH:12][C:11]([S:14]([C:15]3[CH:20]=[CH:19][C:18]([Cl:21])=[CH:17][CH:16]=3)=[O:29])=[C:10]([Cl:22])[CH:9]=2)[N:5]=[N:4][C:3]=1[C:23]([NH2:25])=[O:24] |f:3.4|. Reported procedure: A stirred suspension of 5-amino-1-(3-chloro4-[4-chlorophenylthio]benzyl)-1,2,3-triazole-4-carboxamide (475 mg, 1.20 mmol) in methanol (160 ml) was treated with trifluoroacetic acid (278 μl, 411 mg, 3.61 mmol), warmed until homogeneous, and cooled to ambient temperature. To this solution was added m-chloroperbenzoic acid (244 mg of 85% technical grade, 1.20 mmol), the mixture was stirred 75 minutes, an additional portion of m-chloroperbenzoic acid (33.1 mg of 85% technical grade, 0.163 mmol) was ...